Dataset: the Open Reaction Database (ORD), a public repository of structured organic reaction records. Task: describe an organic reaction: reactants, conditions, products, and yield Starting materials: C(C)(C)NCCOC1=C(C=C(NC(C2=C(C=CC=C2OC)OC)=O)C=C1)OC (4′-[2-(Isopropylamino)ethoxy]-2,6-dimethoxy-3′-methoxybenzanilide), Cl.C(C)O (HCl ethanol). Solvent: C(C)(C)O (isopropylalcohol). Yields the product Cl.C(C)(C)NCCOC1=C(C=C(NC(C2=C(C=CC=C2OC)OC)=O)C=C1)OC (4′-[2-(isopropylamino)ethoxy]-2,6-dimethoxy-3′-methoxybenzanilide hydrochloride). As a reaction SMILES: [CH:1]([NH:4][CH2:5][CH2:6][O:7][C:8]1[CH:26]=[CH:25][C:11]([NH:12][C:13](=[O:24])[C:14]2[C:19]([O:20][CH3:21])=[CH:18][CH:17]=[CH:16][C:15]=2[O:22][CH3:23])=[CH:10][C:9]=1[O:27][CH3:28])([CH3:3])[CH3:2].[ClH:29].C(O)C>C(O)(C)C>[ClH:29].[CH:1]([NH:4][CH2:5][CH2:6][O:7][C:8]1[CH:26]=[CH:25][C:11]([NH:12][C:13](=[O:24])[C:14]2[C:19]([O:20][CH3:21])=[CH:18][CH:17]=[CH:16][C:15]=2[O:22][CH3:23])=[CH:10][C:9]=1[O:27][CH3:28])([CH3:3])[CH3:2] |f:1.2,4.5|. Procedure details: 4′-[2-(Isopropylamino)ethoxy]-2,6-dimethoxy-3′-methoxybenzanilide (1.0 g) solution in isopropylalcohol (5 ml) was added with 1N HCl/ethanol (3.9 ml) and the mixture was stirred. Crystals separated were collected by filtration, washed with isopropylalcohol (5 ml) and dried under vacuum to obtain 4′-[2-(isopropylamino)ethoxy]-2,6-dimethoxy-3′-methoxybenzanilide hydrochloride (1.04 g) as white crystal. Starting materials: NC1=NC(=C(C(=N1)C=1OC=CC1)C#N)S(=O)C (2-amino-4-furan-2-yl-6-methanesulfinyl-pyrimidine-5-carbonitrile), COC=1C=C(CN)C=CC1 (3-methoxybenzylamine). Solvent: COCCOC (DME). The product is NC1=NC(=C(C(=N1)C=1OC=CC1)C#N)NCC1=CC(=CC=C1)OC (2-Amino-4-furan-2-yl-6-(3-methoxy-benzylamino)-pyrimidine-5-carbonitrile). As a reaction SMILES: [NH2:1][C:2]1[N:7]=[C:6]([C:8]2[O:9][CH:10]=[CH:11][CH:12]=2)[C:5]([C:13]#[N:14])=[C:4](S(C)=O)[N:3]=1.[CH3:18][O:19][C:20]1[CH:21]=[C:22]([CH:25]=[CH:26][CH:27]=1)[CH2:23][NH2:24]>COCCOC>[NH2:1][C:2]1[N:7]=[C:6]([C:8]2[O:9][CH:10]=[CH:11][CH:12]=2)[C:5]([C:13]#[N:14])=[C:4]([NH:24][CH2:23][C:22]2[CH:25]=[CH:26][CH:27]=[C:20]([O:19][CH3:18])[CH:21]=2)[N:3]=1. Procedure: From 2-amino-4-furan-2-yl-6-methanesulfinyl-pyrimidine-5-carbonitrile and 3-methoxybenzylamine in DME. ES-MS m/e (%): 322 (M+H+, 100). Starting materials: C=C(C)Br, [Li]C(C)(C)C, C#CCSc1ccccc1C=O, C1CCOC1, CCCCC. Yields the product C#CCSc1ccccc1C(O)C(=C)C. RXN SMILES: [Br:1][C:2](=[CH2:3])[CH3:4].[C:5]([Li:6])([CH3:7])([CH3:8])[CH3:9].[CH2:10]([C:11]#[CH:12])[S:13][c:14]1[c:15]([CH:16]=[O:17])[cH:18][cH:19][cH:20][cH:21]1.[CH2:22]1[O:23][CH2:24][CH2:25][CH2:26]1.[CH3:27][CH2:28][CH2:29][CH2:30][CH3:31]>>[C:2](=[CH2:3])([CH3:4])[CH:16]([c:15]1[c:14]([S:13][CH2:10][C:11]#[CH:12])[cH:21][cH:20][cH:19][cH:18]1)[OH:17]. The reactants are ClC=1C=C(CNC2=NC(=NC=C2C(=O)OCC)N2CC3(CC3)CC2)C=CC1OC (Ethyl 4-((3-chloro-4-methoxybenzyl)amino)-2-(5-azaspiro[2.4]heptan-5-yl)pyrimidine-5-carboxylate), ClC=1C=C(CNC2=NC(=NC=C2C(=O)OCC)SC)C=CC1OC (ethyl 4-((3-chloro-4-methoxybenzyl)amino)-2-(methylthio)pyrimidine-5-carboxylate). The product is ClC=1C=C(CNC2=NC(=NC=C2C(=O)O)N2CC3(CC3)CC2)C=CC1OC (4-((3-chloro-4-methoxybenzyl)amino)-2-(5-azaspiro[2.4]heptan-5-yl) pyrimidine-5-carboxylic acid). Yield: 54.0%. RXN SMILES: [Cl:1][C:2]1[CH:3]=[C:4]([CH:25]=[CH:26][C:27]=1[O:28][CH3:29])[CH2:5][NH:6][C:7]1[C:12]([C:13]([O:15]CC)=[O:14])=[CH:11][N:10]=[C:9]([N:18]2[CH2:24][CH2:23][C:20]3([CH2:22][CH2:21]3)[CH2:19]2)[N:8]=1.ClC1C=C(C=CC=1OC)CNC1C(C(OCC)=O)=CN=C(SC)N=1>>[Cl:1][C:2]1[CH:3]=[C:4]([CH:25]=[CH:26][C:27]=1[O:28][CH3:29])[CH2:5][NH:6][C:7]1[C:12]([C:13]([OH:15])=[O:14])=[CH:11][N:10]=[C:9]([N:18]2[CH2:24][CH2:23][C:20]3([CH2:21][CH2:22]3)[CH2:19]2)[N:8]=1. Procedure: The procedures were analogous to Example 1(2). Ethyl 4-((3-chloro-4-methoxybenzyl)amino)-2-(5-azaspiro[2.4]heptan-5-yl)pyrimidine-5-carboxylate (3.4 g, 8.17 mmol) was used in step 2 instead of ethyl 4-((3-chloro-4-methoxybenzyl)amino)-2-(methylthio)pyrimidine-5-carboxylate. Yield: 54%. RXN SMILES: [Al+3:2].[CH2:8]([c:9]1[cH:10][cH:11][cH:12][cH:13][cH:14]1)[O:15][c:16]1[cH:17][cH:18][c:19]([CH2:22][CH:23]=[N:24][NH:25][c:26]2[cH:27][cH:28][n:29][cH:30][cH:31]2)[cH:20][cH:21]1.[ClH:7].[H-:1].[H-:4].[H-:5].[H-:6].[Li+:3].[Na+:47].[Na+:48].[O:49]1[CH2:50][CH2:51][CH2:52][CH2:53]1.[OH2:32].[OH2:33].[OH2:34].[OH2:35].[OH2:36].[OH2:37].[OH2:38].[OH2:39].[OH2:40].[OH2:41].[S:42]([O-:43])([O-:44])(=[O:45])=[O:46]>>[CH2:8]([c:9]1[cH:10][cH:11][cH:12][cH:13][cH:14]1)[O:15][c:16]1[cH:17][cH:18][c:19]([CH2:22][CH2:23][NH:24][NH:25][c:26]2[cH:27][cH:28][n:29][cH:30][cH:31]2)[cH:20][cH:21]1.[ClH:7]. Reactants: [Al+3], C(Cc1ccc(OCc2ccccc2)cc1)=NNc1ccncc1, Cl, [H-], [H-], [H-], [H-], [Li+], [Na+], [Na+], C1CCOC1, O, O, O, O, O, O, O, O, O, O, O=S(=O)([O-])[O-]. Yields the product c1ccc(COc2ccc(CCNNc3ccncc3)cc2)cc1, Cl.